This data is from the Open Reaction Database (ORD), a public repository of structured organic reaction records. The task is: describe an organic reaction: reactants, conditions, products, and yield The product is Br.NC1=C2C=3C(=NN(C3C=C1)CCN(CC)CC)C1=C(S2)C=CC(=C1)O (5-amino-2-[2-(diethylamino)ethyl]-2H-[1]benzothiopyrano[4,3,2-cd]indazol-9-ol, hydrobromide). Run in ClCCCl (1,2-dichloroethane), CO (methanol). As a reaction SMILES: Cl.Cl.[NH2:3][C:4]1[CH:12]=[CH:11][C:10]2[N:9]([CH2:13][CH2:14][N:15]([CH2:18][CH3:19])[CH2:16][CH3:17])[N:8]=[C:7]3[C:20]4[CH:26]=[C:25]([O:27]C)[CH:24]=[CH:23][C:21]=4[S:22][C:5]=1[C:6]=23.B(Br)(Br)[Br:30].ClCCl.Br>ClCCCl.CO>[BrH:30].[NH2:3][C:4]1[CH:12]=[CH:11][C:10]2[N:9]([CH2:13][CH2:14][N:15]([CH2:18][CH3:19])[CH2:16][CH3:17])[N:8]=[C:7]3[C:20]4[CH:26]=[C:25]([OH:27])[CH:24]=[CH:23][C:21]=4[S:22][C:5]=1[C:6]=23 |f:0.1.2,8.9|. Reported procedure: A solution of 98 g (0.222 mol) of 5-amino-N,N-diethyl-9-methoxy-2H-[1]benzothiopyrano[4,3,2-cd]indazole-2-ethanamine dihydrochloride (Compound 1A), in 900 ml 1,2-dichloroethane, was treated with 444 ml of a 1M solution of boron tribromide in dichloromethane (0.444 mol). The mixture was heated to 50° C. for 24 hours at which time 200 ml of the boron tribromide solution (0.200 mol) were added, and the reaction maintained at 50° for an additional 24 hours. The mixture was cooled, and methanol (600 ... Starting materials: Br (hydrogen bromide), Cl.Cl.NC1=C2C=3C(=NN(C3C=C1)CCN(CC)CC)C1=C(S2)C=CC(=C1)OC (5-amino-N,N-diethyl-9-methoxy-2H-[1]benzothiopyrano[4,3,2-cd]indazole-2-ethanamine dihydrochloride), Cl.Cl.NC1=C2C=3C(=NN(C3C=C1)CCN(CC)CC)C1=C(S2)C=CC(=C1)OC (5-amino-N,N-diethyl-9-methoxy-2H-[1]benzothiopyrano[4,3,2-cd]indazole-2-ethanamine dihydrochloride), solution, B(Br)(Br)Br (boron tribromide), ClCCl (dichloromethane), B(Br)(Br)Br (boron tribromide).